From a dataset of the Open Reaction Database (ORD), a public repository of structured organic reaction records. describe an organic reaction: reactants, conditions, products, and yield The product is CC(O)c1nc(-c2cc(F)cc(C(F)(F)F)c2)no1. The reactants are CC(=O)OC(C)c1nc(-c2cc(F)cc(C(F)(F)F)c2)no1, O=C([O-])[O-], CO, [K+], [K+]. Reaction SMILES: [C:1](=[O:2])([CH3:3])[O:4][CH:5]([CH3:6])[c:7]1[n:8][c:9](-[c:12]2[cH:13][c:14]([C:19]([F:20])([F:21])[F:22])[cH:15][c:16]([F:18])[cH:17]2)[n:10][o:11]1.[C:23](=[O:24])([O-:25])[O-:26].[CH3:29][OH:30].[K+:27].[K+:28]>>[OH:4][CH:5]([CH3:6])[c:7]1[n:8][c:9](-[c:12]2[cH:13][c:14]([C:19]([F:20])([F:21])[F:22])[cH:15][c:16]([F:18])[cH:17]2)[n:10][o:11]1.